From a dataset of the Open Reaction Database (ORD), a public repository of structured organic reaction records. describe an organic reaction: reactants, conditions, products, and yield The reactants are C1(=CC=CC=C1)P(CCCP(C1=CC=CC=C1)C1=CC=CC=C1)C1=CC=CC=C1 (1,3-bis(diphenylphosphino)propane), C(CCC)P(CCCC)CCCC (tributylphosphine), C(C)N(C(C1=C(C=CC(=C1)[N+](=O)[O-])Br)=O)C1=CC=CC=C1 (N-ethyl-2-bromo-5-nitro-N-phenyl-benzamide). Reagents/catalysts: C(C)(=O)[O-].[Pd+2].C(C)(=O)[O-] (Palladium acetate), C([O-])([O-])=O.[Ag+2] (silver carbonate). The solvent is CN(C)C=O (DMF). Conditions: temperature 23 celsius. Yields the product C(C)N1C=2C=CC=CC2C2=CC=C(C=C2C1=O)[N+](=O)[O-] (5-ethyl-8-nitro-5H-phenanthridin-6-one). RXN SMILES: C1(P(C2C=CC=CC=2)CCCP(C2C=CC=CC=2)C2C=CC=CC=2)C=CC=CC=1.C(P(CCCC)CCCC)CCC.[CH2:43]([N:45]([C:58]1[CH:63]=[CH:62][CH:61]=[CH:60][CH:59]=1)[C:46](=[O:57])[C:47]1[CH:52]=[C:51]([N+:53]([O-:55])=[O:54])[CH:50]=[CH:49][C:48]=1Br)[CH3:44]>CN(C=O)C.C([O-])(=O)C.[Pd+2].C([O-])(=O)C.C(=O)([O-])[O-].[Ag+2]>[CH2:43]([N:45]1[C:46](=[O:57])[C:47]2[C:48](=[CH:49][CH:50]=[C:51]([N+:53]([O-:55])=[O:54])[CH:52]=2)[C:59]2[CH:60]=[CH:61][CH:62]=[CH:63][C:58]1=2)[CH3:44] |f:4.5.6,7.8|. Procedure: Palladium acetate (129 mg, 0.57 mmol) was added to a suspension of silver carbonate (1.6 g, 5.72 mmol), 1,3-bis(diphenylphosphino)propane (236 mg, 0.57 mmol), tributylphosphine (0.713 ml, 579 mg, 2.86 mmol) and N-ethyl-2-bromo-5-nitro-N-phenyl-benzamide (1.0 g, 2.86 mmol) in DMF (15 ml). The reaction mixture was heated to reflux for 30 minutes and cooled to 23° C. The mixture was filtered through a plug of celite, and the filter cake was washed with ethyl acetate (50 ml). The combined filtrates ...